Dataset: the Open Reaction Database (ORD), a public repository of structured organic reaction records. Task: describe an organic reaction: reactants, conditions, products, and yield RXN SMILES: [CH:1]1[C:10]2[C:5](=[CH:6][CH:7]=[CH:8][CH:9]=2)[CH:4]=[CH:3][C:2]=1[C:11]([NH:13][CH2:14][CH2:15][CH2:16][N:17]1[C:22]2[CH:23]=[CH:24][CH:25]=[C:26]([O:27]C3CCCCO3)[C:21]=2[O:20][CH2:19][C:18]1=O)=O.Cl>CO>[CH:1]1[C:10]2[C:5](=[CH:6][CH:7]=[CH:8][CH:9]=2)[CH:4]=[CH:3][C:2]=1[CH2:11][NH:13][CH2:14][CH2:15][CH2:16][N:17]1[C:22]2[CH:23]=[CH:24][CH:25]=[C:26]([OH:27])[C:21]=2[O:20][CH2:19][CH2:18]1. Starting materials: Cl (hydrochloric acid), resultant solution, C1=C(C=CC2=CC=CC=C12)C(=O)NCCCN1C(COC2=C1C=CC=C2OC2OCCCC2)=O (4-(3-(2-naphthoylamino)propyl)-3-oxo-8-(tetrahydropyran-2-yloxy)-3,4-dihydro-2H-1,4-benzooxazine). Solvent: CO (methanol). Procedure details: 4-(3-(2-naphthoylamino)propyl)-3-oxo-8-(tetrahydropyran-2-yloxy)-3,4-dihydro-2H-1,4-benzooxazine (398 mg) was dissolved in methanol (5 ml), and a 1N hydrochloric acid aqueous solution was added to the resultant solution, and the mixture was stirred at 0° C. for 1 hour. The reaction solution was extracted with ethyl acetate, and the resultant organic layer was washed with saturated brine, and then dried over anhydrous sodium sulfate. The solvent was distilled off under reduced pressure, and the r... The yield is 55.1%. The product is C1=C(C=CC2=CC=CC=C12)CNCCCN1CCOC2=C1C=CC=C2O (4-(3-(2-naphthylmethylamino)propyl)-8-hydroxy-3,4-dihydro-2H-1,4-benzoxazine). Run at temperature 0 celsius, time 1 hour. Reactants: Cl.C1(=CC=CC=C1)SCCNC(C)C (N-[2-(phenylthio)ethyl]-2-propanamine hydrochloride), B1(OO1)[O-].O.O.O.O.[Na+] (sodium perborate tetrahydrate), [OH-].[Na+] (sodium hydroxide). Solvent: S(O)(O)(=O)=O (sulfuric acid). Yields the product C(\C=C/C(=O)O)(=O)O.C1(=CC=CC=C1)S(=O)CCNC(C)C (N-[-(Phenylsulfinyl)ethyl]-2-propanamine maleate). The yield is 177.6%. As a reaction SMILES: Cl.[C:2]1([S:8][CH2:9][CH2:10][NH:11][CH:12]([CH3:14])[CH3:13])[CH:7]=[CH:6][CH:5]=[CH:4][CH:3]=1.B1([O-])O[O:16]1.[OH2:19].[OH2:20].[OH2:21].[OH2:22].[Na+].[OH-].[Na+]>S(=O)(=O)(O)O>[C:2]([OH:22])(=[O:21])/[CH:3]=[CH:4]\[C:5]([OH:20])=[O:19].[C:2]1([S:8]([CH2:9][CH2:10][NH:11][CH:12]([CH3:14])[CH3:13])=[O:16])[CH:7]=[CH:6][CH:5]=[CH:4][CH:3]=1 |f:0.1,2.3.4.5.6.7,8.9,11.12|. Procedure details: A solution of 15.62 g (0.067 mole) of N-[2-(phenylthio)ethyl]-2-propanamine hydrochloride and 15.62 g (0.101 mole) of sodium perborate tetrahydrate in 300 ml of 2M sulfuric acid was stirred at room temperature for 16 hr. The solution was made basic with 50% sodium hydroxide, and the basic solution was extracted with methylene chloride. The methylene chloride solution was dried over magnesium sulfate, and the solvent was removed in vacuo. The residue was dissolved in ether, a solution of maleic a...